describe an organic reaction: reactants, conditions, products, and yield From a dataset of the Open Reaction Database (ORD), a public repository of structured organic reaction records. The reactants are C(C)(C)C1=NC(=C(C(=C1C(=O)OCC)C1=C(C=CC=C1)F)C=CCCC)C(C)C (Ethyl 2,6-diisopropyl-4-(2-fluorophenyl)-5(pent-1-enyl)-pyridine-3-carboxylate). Run in C(C)(=O)OCC.CCCCCC (ethyl acetate n-hexane). Product: C(C)(C)C1=NC(=C(C(=C1CO)C1=C(C=CC=C1)F)C=CCCC)C(C)C (2,6-Diisopropyl-3-hydroxymethyl-4-(2-fluorophenyl)-5-(pent-1-enyl)pyridine). As a reaction SMILES: [CH:1]([C:4]1[C:9]([C:10](OCC)=[O:11])=[C:8]([C:15]2[CH:20]=[CH:19][CH:18]=[CH:17][C:16]=2[F:21])[C:7]([CH:22]=[CH:23][CH2:24][CH2:25][CH3:26])=[C:6]([CH:27]([CH3:29])[CH3:28])[N:5]=1)([CH3:3])[CH3:2]>C(OCC)(=O)C.CCCCCC>[CH:1]([C:4]1[C:9]([CH2:10][OH:11])=[C:8]([C:15]2[CH:20]=[CH:19][CH:18]=[CH:17][C:16]=2[F:21])[C:7]([CH:22]=[CH:23][CH2:24][CH2:25][CH3:26])=[C:6]([CH:27]([CH3:28])[CH3:29])[N:5]=1)([CH3:3])[CH3:2] |f:1.2|. Procedure: The title compound was prepared from the intermediate obtained in Step A by the procedure described in Example 125, Step F. 1H NMR (300 MHz, CDCl3) (reported as a mixture of olefin isomers): δ 0.69-0.82 (m, 3 H), 1.09-1.40 (m, 14 H), 1.90 (m, 2 H), 3.20-3.45 (m, 2 H), 4.40 (m, 2 H), 5.25-5.45 (m, 1 H), 6.08 (m, 1H), 7.08-7.41 (m, 5 H). Rf=0.24 (10% ethyl acetate/n-hexane).